Dataset: the Open Reaction Database (ORD), a public repository of structured organic reaction records. Task: describe an organic reaction: reactants, conditions, products, and yield Reactants: C[Mg]Br (Methyl magnesium bromide), solution, COC=1C=C(C=NC1)C1=CC=C(C=C1)C(C(C)C)(C)C1=CC=C(C=N1)C1=CC(=NO1)C(=O)OCC (ethyl 5-(6-{1-[4-(5-methoxypyridin-3-yl)phenyl]-1,2-dimethylpropyl}pyridin-3-yl)isoxazole-3-carboxylate). Procedure details: Methyl magnesium bromide (300 μL of a 1.4M solution in toluene:THF (75:25), 0.420 mmol) was added to a stirred solution of 3b (40.0 mg, 0.0850 mmol) in THF (2.00 mL) at 0° C. After approximately 3 h, the reaction was quenched with saturated aqueous ammonium chloride and extracted three times with EtOAc. The combined organic extracts were washed with water and brine, dried (magnesium sulfate) and concentrated in vacuo. The crude residue was purified by preparative thin-layer chromatography on sil... Run at time 3 hour. Solvent: C1(=CC=CC=C1)C.C1CCOC1 (toluene THF), C1CCOC1 (THF). Reaction SMILES: C[Mg]Br.[CH3:4][O:5][C:6]1[CH:7]=[C:8]([C:12]2[CH:17]=[CH:16][C:15]([C:18]([C:23]3[N:28]=[CH:27][C:26]([C:29]4[O:33][N:32]=[C:31](C(OCC)=O)[CH:30]=4)=[CH:25][CH:24]=3)([CH3:22])[CH:19]([CH3:21])[CH3:20])=[CH:14][CH:13]=2)[CH:9]=[N:10][CH:11]=1>C1(C)C=CC=CC=1.C1COCC1.C1COCC1>[CH3:4][O:5][C:6]1[CH:7]=[C:8]([C:12]2[CH:17]=[CH:16][C:15]([C:18]([C:23]3[N:28]=[CH:27][C:26]([C:29]4[O:33][N:32]=[C:31]([C:6]([OH:5])([CH3:7])[CH3:11])[CH:30]=4)=[CH:25][CH:24]=3)([CH3:22])[CH:19]([CH3:20])[CH3:21])=[CH:14][CH:13]=2)[CH:9]=[N:10][CH:11]=1 |f:2.3|. Yields the product COC=1C=C(C=NC1)C1=CC=C(C=C1)C(C(C)C)(C)C1=CC=C(C=N1)C1=CC(=NO1)C(C)(C)O (2-[5-(6-{1-[4-(5-methoxypyridin-3-yl)phenyl]-1,2-dimethylpropyl}pyridin-3-yl)isoxazol-3-yl]propan-2-ol). The reactants are BrC1=NC=C(C(=C1)[C@H]1NC(O[C@@H]1C1=C(C=CC(=C1)F)F)=O)F ((4R,5R)-4-(2-bromo-5-fluoropyridin-4-yl)-5-(2,5-difluorophenyl)oxazolidin-2-one), C(#C)C1=CC=CC=C1 (ethynylbenzene), C1(=CC=CC=C1)P(C1=CC=CC=C1)C1=CC=CC=C1 (Triphenylphosphine). The reagents and catalysts are [Cu]I (copper (I) iodide), Cl[Pd]([P](C1=CC=CC=C1)(C2=CC=CC=C2)C3=CC=CC=C3)([P](C4=CC=CC=C4)(C5=CC=CC=C5)C6=CC=CC=C6)Cl (bis(triphenylphosphine)palladium(II) chloride). Run in C(C)N(CC)CC (triethyl amine). Run at time 5 minute. The product is FC1=C(C=C(C=C1)F)[C@@H]1[C@H](NC(O1)=O)C1=CC(=NC=C1F)C#CC1=CC=CC=C1 ((4R,5R)-5-(2,5-Difluorophenyl)-4-(5-fluoro-2-(phenylethynyl)pyridin-4-yl)oxazolidin-2-one). Isolated yield 16.0%. RXN SMILES: Br[C:2]1[CH:7]=[C:6]([C@@H:8]2[C@@H:12]([C:13]3[CH:18]=[C:17]([F:19])[CH:16]=[CH:15][C:14]=3[F:20])[O:11][C:10](=[O:21])[NH:9]2)[C:5]([F:22])=[CH:4][N:3]=1.[C:23]([C:25]1[CH:30]=[CH:29][CH:28]=[CH:27][CH:26]=1)#[CH:24].C1(P(C2C=CC=CC=2)C2C=CC=CC=2)C=CC=CC=1>C(N(CC)CC)C.[Cu]I.Cl[Pd](Cl)([P](C1C=CC=CC=1)(C1C=CC=CC=1)C1C=CC=CC=1)[P](C1C=CC=CC=1)(C1C=CC=CC=1)C1C=CC=CC=1>[F:20][C:14]1[CH:15]=[CH:16][C:17]([F:19])=[CH:18][C:13]=1[C@H:12]1[O:11][C:10](=[O:21])[NH:9][C@@H:8]1[C:6]1[C:5]([F:22])=[CH:4][N:3]=[C:2]([C:24]#[C:23][C:25]2[CH:30]=[CH:29][CH:28]=[CH:27][CH:26]=2)[CH:7]=1 |^1:61,80|. Reported procedure: In a 1 mL scint vial, a suspension of optically-enriched (4R,5R)-4-(2-bromo-5-fluoropyridin-4-yl)-5-(2,5-difluorophenyl)oxazolidin-2-one (20 mg, 0.054 mmol), and ethynylbenzene (0.014 mL, 0.129 mmol) in triethyl amine (1.5 mL) was purged with nitrogen for 30 min. Triphenylphosphine (3.7 mg, 0.014 mmol) was added and the suspension stirred for 5 min. To this was added copper (I) iodide (0.408 mg, 2.144 μmol), and bis(triphenylphosphine)palladium(II) chloride (1.8 mg, 2.6 μmol). The vial was purge...